From a dataset of the Open Reaction Database (ORD), a public repository of structured organic reaction records. describe an organic reaction: reactants, conditions, products, and yield Starting materials: NC=1N=C(C2=C(N1)NCC(C2)CCC=2C=C(NC2)C(=O)N[C@@H](CCC(=O)OC)C(=O)OC)O (dimethyl N-{4-[2-(amino-4-hydroxy-5,6,7,8-tetrahydropyrido-[2,3-d]pyrimidin-6-yl)ethyl]pyrrol-2-ylcarbonyl}-L-glutamate), C(C)(=O)O (acetic acid). Solvent: [OH-].[Na+] (sodium hydroxide). Yields the product NC=1N=C(C2=C(N1)NCC(C2)CCC=2C=C(NC2)C(=O)N[C@@H](CCC(=O)O)C(=O)O)O (N-{4-[2-(amino-4-hydroxy-5,6,7,8-tetrahydropyrido[2,3-d]pyrimidin-6-yl)ethyl]pyrrol-2-ylcarbonyl}-L-glutamic acid). Isolated yield 78.6%. RXN SMILES: [NH2:1][C:2]1[N:3]=[C:4]([OH:33])[C:5]2[CH2:11][CH:10]([CH2:12][CH2:13][C:14]3[CH:15]=[C:16]([C:19]([NH:21][C@H:22]([C:29]([O:31]C)=[O:30])[CH2:23][CH2:24][C:25]([O:27]C)=[O:26])=[O:20])[NH:17][CH:18]=3)[CH2:9][NH:8][C:6]=2[N:7]=1.C(O)(=O)C>[OH-].[Na+]>[NH2:1][C:2]1[N:3]=[C:4]([OH:33])[C:5]2[CH2:11][CH:10]([CH2:12][CH2:13][C:14]3[CH:15]=[C:16]([C:19]([NH:21][C@H:22]([C:29]([OH:31])=[O:30])[CH2:23][CH2:24][C:25]([OH:27])=[O:26])=[O:20])[NH:17][CH:18]=3)[CH2:9][NH:8][C:6]=2[N:7]=1 |f:2.3|. Reported procedure: A solution of dimethyl N-{4-[2-(amino-4-hydroxy-5,6,7,8-tetrahydropyrido-[2,3-d]pyrimidin-6-yl)ethyl]pyrrol-2-ylcarbonyl}-L-glutamate (92 mg, 0.2 mmol) in 1N sodium hydroxide (1 mL) was stirred at room temperature for 3 days, then acidified to pH 5 by addition of glacial acetic acid. The white solid was collected by filtration, washed with water, and dried in vacuo to give N-{4-[2-(amino-4-hydroxy-5,6,7,8-tetrahydropyrido[2,3-d]pyrimidin-6-yl)ethyl]pyrrol-2-ylcarbonyl}-L-glutamic acid (68 mg, 79... The reactants are Intermediate 6, NC(CC(=O)O)C1=CC(=C(C=C1)OC)OC (3-amino-3-(3,4-dimethoxy-phenyl)propionic acid), NC(CC(=O)O)C1=CC(=C(C=C1)OC)OCC (3-amino-3-(3-ethoxy-4-methoxy-phenyl)propionic acid). Yields the product NC(CC(=O)OC)C1=CC(=C(C=C1)OC)OCC (methyl 3-amino-3-(3-ethoxy-4-methoxy-phenyl)propionate). RXN SMILES: N[CH:2](C1C=CC(OC)=C(OC)C=1)CC(O)=O.[NH2:17][CH:18]([C:23]1[CH:28]=[CH:27][C:26]([O:29][CH3:30])=[C:25]([O:31][CH2:32][CH3:33])[CH:24]=1)[CH2:19][C:20]([OH:22])=[O:21]>>[NH2:17][CH:18]([C:23]1[CH:28]=[CH:27][C:26]([O:29][CH3:30])=[C:25]([O:31][CH2:32][CH3:33])[CH:24]=1)[CH2:19][C:20]([O:22][CH3:2])=[O:21]. Reported procedure: The title compound was prepared following the method for preparing Intermediate 6 except that 3-amino-3-(3,4-dimethoxy-phenyl)propionic acid was substituted with 3-amino-3-(3-ethoxy-4-methoxy-phenyl)propionic acid. 1H NMR (CDCl3): δ 6.77-6.86 (m, 3H), 4.30 (s, 1H), 3.85 (t, 2H, J=5 Hz), 3.79 (s, 3H), 3.62 (s, 3H), 2.59 (s, 2H), 1.85 (d, 2H, J=5 Hz), 1.40 (s, 3H).